Dataset: the Open Reaction Database (ORD), a public repository of structured organic reaction records. Task: describe an organic reaction: reactants, conditions, products, and yield The reactants are O=C([O-])[O-], OCC1CN2CCCC2CN1, Cc1ccccc1, CN(C)c1ccccc1-c1ccccc1P(C1CCCCC1)C1CCCCC1, [Cs+], [Cs+], Cc1cc(F)ccc1-c1cc(Cl)ncc1N(C)C(=O)C(C)(C)c1cc(C(F)(F)F)cc(C(F)(F)F)c1. Yields the product Cc1cc(F)ccc1-c1cc(N2CC3CCCN3CC2CO)ncc1N(C)C(=O)C(C)(C)c1cc(C(F)(F)F)cc(C(F)(F)F)c1. As a reaction SMILES: [C:76](=[O:77])([O-:78])[O-:79].[CH2:1]1[CH:2]2[N:3]([CH2:4][CH:5]([CH2:7][OH:8])[NH:6]1)[CH2:9][CH2:10][CH2:11]2.[CH3:82][c:83]1[cH:84][cH:85][cH:86][cH:87][cH:88]1.[CH:48]1([P:49]([CH:50]2[CH2:51][CH2:52][CH2:53][CH2:54][CH2:55]2)[c:56]2[cH:57][cH:58][cH:59][cH:60][c:61]2-[c:62]2[cH:63][cH:64][cH:65][cH:66][c:67]2[N:68]([CH3:69])[CH3:70])[CH2:71][CH2:72][CH2:73][CH2:74][CH2:75]1.[Cs+:80].[Cs+:81].[F:12][C:13]([c:14]1[cH:15][c:16]([C:24]([C:25](=[O:26])[N:27]([CH3:28])[c:29]2[cH:30][n:31][c:32]([Cl:43])[cH:33][c:34]2-[c:35]2[c:36]([CH3:42])[cH:37][c:38]([F:41])[cH:39][cH:40]2)([CH3:44])[CH3:45])[cH:17][c:18]([C:20]([F:21])([F:22])[F:23])[cH:19]1)([F:46])[F:47]>>[CH2:1]1[CH:2]2[N:3]([CH2:4][CH:5]([CH2:7][OH:8])[N:6]1[c:32]1[n:31][cH:30][c:29]([N:27]([C:25]([C:24]([c:16]3[cH:15][c:14]([C:13]([F:12])([F:46])[F:47])[cH:19][c:18]([C:20]([F:21])([F:22])[F:23])[cH:17]3)([CH3:44])[CH3:45])=[O:26])[CH3:28])[c:34](-[c:35]3[c:36]([CH3:42])[cH:37][c:38]([F:41])[cH:39][cH:40]3)[cH:33]1)[CH2:9][CH2:10][CH2:11]2. Product: COC(C[C@@H]1COC2=C1C=CC(=C2)O[C@@H]2CCC1=C(C=CC(=C21)F)CC2=CC=C(C=C2)OC)=O ({(S)-6-[(R)-7-Fluoro-4-(4-methoxy-benzyl)-indan-1-yloxy]-2,3-dihydro-benzofuran-3-yl}-acetic acid methyl ester). Procedure details: The title compound is prepared from {(S)-6-[(R)-4-bromo-7-fluoro-indan-1-yloxy]-2,3-dihydro-benzofuran-3-yl}-acetic acid methyl ester (84 mg), 4-methoxy-benzylzinc chloride (0.5 mol/L in tetrahydrofuran, 1.2 mL) and tetrakis(triphenylphosphine)-palladium (23 mg). Degassed tetrahydrofuran (1 mL) is added under Ar atmosphere, and the mixture is heated to 60° C. and shaken at this temperature overnight. After cooling to room temperature, the mixture is acidified with 4 N aqueous hydrochloric acid (... Reagents/catalysts: [Pd].C1(=CC=CC=C1)P(C1=CC=CC=C1)C1=CC=CC=C1.C1(=CC=CC=C1)P(C1=CC=CC=C1)C1=CC=CC=C1.C1(=CC=CC=C1)P(C1=CC=CC=C1)C1=CC=CC=C1.C1(=CC=CC=C1)P(C1=CC=CC=C1)C1=CC=CC=C1 (tetrakis(triphenylphosphine)-palladium). Run in O1CCCC1 (tetrahydrofuran). RXN SMILES: [CH3:1][O:2][C:3](=[O:26])[CH2:4][C@H:5]1[C:9]2[CH:10]=[CH:11][C:12]([O:14][C@H:15]3[C:23]4[C:18](=[C:19](Br)[CH:20]=[CH:21][C:22]=4[F:24])[CH2:17][CH2:16]3)=[CH:13][C:8]=2[O:7][CH2:6]1.[Cl-].[CH3:28][O:29][C:30]1[CH:37]=[CH:36][C:33]([CH2:34][Zn+])=[CH:32][CH:31]=1.Cl.N>[Pd].C1(P(C2C=CC=CC=2)C2C=CC=CC=2)C=CC=CC=1.C1(P(C2C=CC=CC=2)C2C=CC=CC=2)C=CC=CC=1.C1(P(C2C=CC=CC=2)C2C=CC=CC=2)C=CC=CC=1.C1(P(C2C=CC=CC=2)C2C=CC=CC=2)C=CC=CC=1.O1CCCC1>[CH3:1][O:2][C:3](=[O:26])[CH2:4][C@H:5]1[C:9]2[CH:10]=[CH:11][C:12]([O:14][C@H:15]3[C:23]4[C:18](=[C:19]([CH2:34][C:33]5[CH:36]=[CH:37][C:30]([O:29][CH3:28])=[CH:31][CH:32]=5)[CH:20]=[CH:21][C:22]=4[F:24])[CH2:17][CH2:16]3)=[CH:13][C:8]=2[O:7][CH2:6]1 |f:1.2,5.6.7.8.9|. Reaction conditions: temperature 60 celsius, time 8 hour. Reactants: Cl (hydrochloric acid), N (ammonia), COC(C[C@@H]1COC2=C1C=CC(=C2)O[C@@H]2CCC1=C(C=CC(=C21)F)Br)=O ({(S)-6-[(R)-4-bromo-7-fluoro-indan-1-yloxy]-2,3-dihydro-benzofuran-3-yl}-acetic acid methyl ester), [Cl-].COC1=CC=C(C[Zn+])C=C1 (4-methoxy-benzylzinc chloride). The reactants are O=c1ccccn1C(=S)n1ccccc1=O, COc1cc(N)cnc1-n1cnc(Cl)c1, ClCCl. Yields the product COc1cc(N=C=S)cnc1-n1cnc(Cl)c1. As a reaction SMILES: [C:16](=[S:17])([n:18]1[cH:19][cH:20][cH:21][cH:22][c:23]1=[O:24])[n:25]1[cH:26][cH:27][cH:28][cH:29][c:30]1=[O:31].[Cl:1][c:2]1[n:3][cH:4][n:5](-[c:7]2[c:8]([O:14][CH3:15])[cH:9][c:10]([NH2:13])[cH:11][n:12]2)[cH:6]1.[Cl:32][CH2:33][Cl:34]>>[Cl:1][c:2]1[n:3][cH:4][n:5](-[c:7]2[c:8]([O:14][CH3:15])[cH:9][c:10]([N:13]=[C:16]=[S:17])[cH:11][n:12]2)[cH:6]1. The reactants are N1C(C2(C3=CC=CC=C13)COC=1C2=CC2=C(OCO2)C1)=O (spiro[furo[2,3-f][1,3]benzodioxole-7,3′-indol]-2′(1′H)-one), BrCC=1OC(=CC1)C(F)(F)F (2-(bromomethyl)-5-(trifluoromethyl)furan), CC1(C=2C(OC1)=CC=1OCC3(C(NC4=CC=CC=C34)=O)C1C2)C (5,5-dimethyl-5,6-dihydrospiro[benzo[1,2-b:5,4-b′]difuran-3,3′-indol]-2′(1′H)-one), BrCCC (1-bromopropane). Product: C(CC)N1C(C2(C3=CC=CC=C13)COC=1C2=CC2=C(OCO2)C1)=O (1′-Propylspiro[furo[2,3-f][1,3]benzodioxole-7,3′-indol]-2′(1′H)-one). Reaction SMILES: [NH:1]1[C:9]2[C:4](=[CH:5][CH:6]=[CH:7][CH:8]=2)[C:3]2([C:13]3=[CH:14][C:15]4[O:19][CH2:18][O:17][C:16]=4[CH:20]=[C:12]3[O:11][CH2:10]2)[C:2]1=[O:21].[CH3:22][C:23]1(C)COC2=CC3OCC4(C=3C=[C:24]12)C1C(=CC=CC=1)NC4=O.BrCCC.BrCC1OC(C(F)(F)F)=CC=1>>[CH2:22]([N:1]1[C:9]2[C:4](=[CH:5][CH:6]=[CH:7][CH:8]=2)[C:3]2([C:13]3=[CH:14][C:15]4[O:19][CH2:18][O:17][C:16]=4[CH:20]=[C:12]3[O:11][CH2:10]2)[C:2]1=[O:21])[CH2:23][CH3:24]. Reported procedure: Following the procedure described in EXAMPLE 10.21, and making non-critical variations using spiro[furo[2,3-f][1,3]benzodioxole-7,3′-indol]-2′(1′H)-one to replace 5,5-dimethyl-5,6-dihydrospiro[benzo[1,2-b:5,4-b′]difuran-3,3′-indol]-2′(1′H)-one, and 1-bromopropane to replace 2-(bromomethyl)-5-(trifluoromethyl)furan, the title compound was obtained (64%) as a white solid: mp 158-160° C.; MS (ES+) m/z 324.4 (M+1). Reactants: CCOC(=O)C=O, CC(=O)O, [BH3-]C#N, CO, NCCCN1CCOCC1, [Na+], [Na+], O=C([O-])O. Yields the product CCOC(=O)CNCCCN1CCOCC1. As a reaction SMILES: [C:11]([CH:12]=[O:13])(=[O:14])[O:15][CH2:16][CH3:17].[C:18]([OH:19])(=[O:20])[CH3:21].[C:22]([BH3-:23])#[N:24].[CH3:26][OH:27].[NH2:1][CH2:2][CH2:3][CH2:4][N:5]1[CH2:6][CH2:7][O:8][CH2:9][CH2:10]1.[Na+:25].[Na+:32].[O-:28][C:29]([OH:30])=[O:31]>>[NH:1]([CH2:2][CH2:3][CH2:4][N:5]1[CH2:6][CH2:7][O:8][CH2:9][CH2:10]1)[CH2:12][C:11](=[O:14])[O:15][CH2:16][CH3:17]. The reactants are CP(OC)(OC)=O (dimethyl methylphosphonate), C(CCC)[Li].CCCCCC (n-butyllithium n-hexane), C(C1=CC=CC=C1)OC1=C(CCl)C=C(C=C1)CC1=CC=C(C=C1)CC (2-benzyloxy-5-(4-ethylbenzyl)benzyl chloride). The solvent is C1CCOC1 (THF), C1CCOC1 (THF). Run at temperature -78 celsius, time 0.5 hour. Yields the product C(C)OP(OCC)(=O)CCC1=C(C=CC(=C1)CC1=CC=C(C=C1)CC)OCC1=CC=CC=C1 (2-[2-Benzyloxy-5-(4-ethylbenzyl)phenyl]ethylphosphonic acid diethylester). As a reaction SMILES: [CH3:1][P:2](=[O:7])([O:5]C)[O:3][CH3:4].C([Li])C[CH2:10][CH3:11].[CH3:13]CCCCC.[CH2:19]([O:26][C:27]1[CH:34]=[CH:33][C:32]([CH2:35][C:36]2[CH:41]=[CH:40][C:39]([CH2:42][CH3:43])=[CH:38][CH:37]=2)=[CH:31][C:28]=1[CH2:29]Cl)[C:20]1[CH:25]=[CH:24][CH:23]=[CH:22][CH:21]=1>C1COCC1>[CH2:4]([O:3][P:2]([CH2:1][CH2:29][C:28]1[CH:31]=[C:32]([CH2:35][C:36]2[CH:41]=[CH:40][C:39]([CH2:42][CH3:43])=[CH:38][CH:37]=2)[CH:33]=[CH:34][C:27]=1[O:26][CH2:19][C:20]1[CH:25]=[CH:24][CH:23]=[CH:22][CH:21]=1)(=[O:7])[O:5][CH2:10][CH3:11])[CH3:13] |f:1.2|. Procedure details: To a solution of dimethyl methylphosphonate (0.7 mL) in THF (8.2 mL) was added 2.44 M n-butyllithium/n-hexane solution (2.6 mL) at −78° C., and the reaction mixture was stirred for 0.5 hr at −78° C. A solution of [2-benzyloxy-5-(4-ethylbenzyl)benzyl chloride (1.50 g) in THF (8.2 mL) was added to the mixture at −78° C., and the reaction mixture was stirred for 2 hr at −78° C.˜−10° C. The reaction was quenched by the addition of saturated aqueous ammonium chloride and extracted with ethyl acetate.... Reactants: [Si](C)(C)(C(C)(C)C)OC1=CC=C(C=C1)[C@H](CI)O[Si](CC)(CC)CC ((R)-1-(tert-Butyldimethylsilyloxy)-4-(2-iodo-1-triethylsilyloxy-ethyl)benzene), N[C@@H](CC1=CNC2=C(C=CC=C12)OCC(=O)N(CC)CC)C ((R)-2-[3-(2-aminopropyl)-1H-indol-7-yloxyl]-N,N-diethylacetamide), CCN(C(C)C)C(C)C (iPr2NEt). Run in C(Cl)(Cl)Cl (chloroform), O1CCCC1 (tetrahydrofuran). Conditions: temperature 110 celsius, time 10 hour. Yields the product N (ammonia), [Si](C)(C)(C(C)(C)C)OC1=CC=C(C=C1)[C@H](CN[C@@H](CC1=CNC2=C(C=CC=C12)OCC(=O)N(CC)CC)C)O[Si](CC)(CC)CC (2-[3-((2R)-2-{2-[4-(tert-butyl-dimethylsilyloxy)phenyl]-(2R)-2-(triethylsilyloxy)ethylamino}propyl)-1H-indol-7-yloxy]-N,N-diethylacetamide). Isolated yield 48.4%. Reaction SMILES: [Si:1]([O:8][C:9]1[CH:14]=[CH:13][C:12]([C@@H:15]([O:18][Si:19]([CH2:24][CH3:25])([CH2:22][CH3:23])[CH2:20][CH3:21])[CH2:16]I)=[CH:11][CH:10]=1)([C:4]([CH3:7])([CH3:6])[CH3:5])([CH3:3])[CH3:2].[NH2:26][C@H:27]([CH3:47])[CH2:28][C:29]1[C:37]2[C:32](=[C:33]([O:38][CH2:39][C:40]([N:42]([CH2:45][CH3:46])[CH2:43][CH3:44])=[O:41])[CH:34]=[CH:35][CH:36]=2)[NH:31][CH:30]=1.CCN(C(C)C)C(C)C>O1CCCC1.C(Cl)(Cl)Cl>[NH3:26].[Si:1]([O:8][C:9]1[CH:14]=[CH:13][C:12]([C@@H:15]([O:18][Si:19]([CH2:24][CH3:25])([CH2:22][CH3:23])[CH2:20][CH3:21])[CH2:16][NH:26][C@H:27]([CH3:47])[CH2:28][C:29]2[C:37]3[C:32](=[C:33]([O:38][CH2:39][C:40]([N:42]([CH2:43][CH3:44])[CH2:45][CH3:46])=[O:41])[CH:34]=[CH:35][CH:36]=3)[NH:31][CH:30]=2)=[CH:11][CH:10]=1)([C:4]([CH3:7])([CH3:6])[CH3:5])([CH3:3])[CH3:2]. Reported procedure: (R)-1-(tert-Butyldimethylsilyloxy)-4-(2-iodo-1-triethylsilyloxy-ethyl)benzene (J. Org. Chem., vol. 56, p. 442 (1991)) (65 mg, 0.13 mmol) and (R)-2-[3-(2-aminopropyl)-1H-indol-7-yloxyl]-N,N-diethylacetamide (80 mg, 0.26 mmol) and iPr2NEt (115 μL) are dissolved in tetrahydrofuran (2 mL), and the mixture is stirred at 110° C. for 10 hours. After cooling, the mixture is concentrated and the residue is purified by silica gel column chromatography (chloroform→a saturated ammonia solution in chloroform...